Dataset: the Open Reaction Database (ORD), a public repository of structured organic reaction records. Task: describe an organic reaction: reactants, conditions, products, and yield Starting materials: C1(NCC2COC3=C(N21)C=CC=C3)=O (2,3,3a,4-tetrahydro-1H-imidazo [5,1-c][1,4]benzoxazin-1-one), O (water), [H-].[Na+] (NaH), ClCC=1N=CN(C1C)C(C1=CC=CC=C1)(C1=CC=CC=C1)C1=CC=CC=C1 (4-chloromethyl-5-methyl-1-triphenylmethyl-1H-imidazole). The solvent is CN(C=O)C (dimethylformamide). Reaction conditions: temperature 60 celsius, time 1 hour. Yields the product CC1=C(N=CN1C(C1=CC=CC=C1)(C1=CC=CC=C1)C1=CC=CC=C1)CN1C(N2C(COC3=C2C=CC=C3)C1)=O (2,3,3a,4-tetrahydro-2-(5-methyl-1-triphenylmethyl-1H-imidazol-4-yl)methyl-1H-imidazo[5, 1-c] [1,4]benzoxazin-1-one). As a reaction SMILES: [C:1]1(=[O:14])[N:9]2[CH:4]([CH2:5][O:6][C:7]3[CH:13]=[CH:12][CH:11]=[CH:10][C:8]=32)[CH2:3][NH:2]1.[H-].[Na+].Cl[CH2:18][C:19]1[N:20]=[CH:21][N:22]([C:25]([C:38]2[CH:43]=[CH:42][CH:41]=[CH:40][CH:39]=2)([C:32]2[CH:37]=[CH:36][CH:35]=[CH:34][CH:33]=2)[C:26]2[CH:31]=[CH:30][CH:29]=[CH:28][CH:27]=2)[C:23]=1[CH3:24].O>CN(C)C=O>[CH3:24][C:23]1[N:22]([C:25]([C:26]2[CH:31]=[CH:30][CH:29]=[CH:28][CH:27]=2)([C:32]2[CH:33]=[CH:34][CH:35]=[CH:36][CH:37]=2)[C:38]2[CH:43]=[CH:42][CH:41]=[CH:40][CH:39]=2)[CH:21]=[N:20][C:19]=1[CH2:18][N:2]1[CH2:3][CH:4]2[CH2:5][O:6][C:7]3[CH:13]=[CH:12][CH:11]=[CH:10][C:8]=3[N:9]2[C:1]1=[O:14] |f:1.2|. Procedure: To a stirred solution of 2,3,3a,4-tetrahydro-1H-imidazo [5,1-c][1,4]benzoxazin-1-one (0.89 g; 0.0047 moles) in 20 ml of anhydrous dimethylformamide kept under nitrogen atmosphere, 50% NaH (0.22 g; 0.0047 moles) is added. The solution is stirred for 1 hour at 60° C.; then, at room temperature, 4-chloromethyl-5-methyl-1-triphenylmethyl-1H-imidazole (1.75 g; 0.0047 moles) is added. The mixture is stirred for 6 hours at 70° C., then cooled, poured into water and extracted with methylene chloride. Starting materials: O1C(=NC2=C1C=CC=C2)N2[C@@H](CCC2)C(=O)OC ((S)-1-benzooxazol-2-yl-pyrrolidine-2-carboxylic acid, methyl ester), O[Li].O (LiOH H2O), Cl (HCl). Run in CO (MeOH), O (water). Reaction conditions: time 8 hour. Yields the product O1C(=NC2=C1C=CC=C2)N2[C@@H](CCC2)C(=O)O ((S)-1-Benzooxazol-2-yl-pyrrolidine-2-carboxylic acid). RXN SMILES: [O:1]1[C:5]2[CH:6]=[CH:7][CH:8]=[CH:9][C:4]=2[N:3]=[C:2]1[N:10]1[CH2:14][CH2:13][CH2:12][C@H:11]1[C:15]([O:17]C)=[O:16].O[Li].O.Cl>CO.O>[O:1]1[C:5]2[CH:6]=[CH:7][CH:8]=[CH:9][C:4]=2[N:3]=[C:2]1[N:10]1[CH2:14][CH2:13][CH2:12][C@H:11]1[C:15]([OH:17])=[O:16] |f:1.2|. Procedure details: A mixture of 1.66 G (S)-pyrrolidine-2-carboxylic acid methyl ester, hydrochloride salt and 1.15 mL of 2-chlorobenzoxazole in 6 mL CH2Cl2 was subjected to microwave heating at 120° C. for 0.5 h. Solvent was evaporated. Purification by chromatography (SiO2, EtOAc/heptane) provided 2.283 g (93% yield) of (S)-1-benzooxazol-2-yl-pyrrolidine-2-carboxylic acid, methyl ester as a waxy white solid, m/z 247.16 (MH+). A mixture of 2.0 g of (S)-1-benzooxazol-2-yl-pyrrolidine-2-carboxylic acid, methyl ester ...